Task: describe an organic reaction: reactants, conditions, products, and yield. Dataset: the Open Reaction Database (ORD), a public repository of structured organic reaction records The product is CC(C)(C)NS(=O)(=O)c1cnc(Cl)s1. Reaction SMILES: [CH3:1][C:2]([CH3:3])([CH3:4])[NH2:5].[CH3:21][CH2:22][O:23][C:24](=[O:25])[CH3:26].[Cl:6][c:7]1[s:8][c:9]([S:12](=[O:13])(=[O:14])[Cl:15])[cH:10][n:11]1.[Na+:20].[O-:16][C:17]([OH:18])=[O:19]>>[CH3:1][C:2]([CH3:3])([CH3:4])[NH:5][S:12]([c:9]1[s:8][c:7]([Cl:6])[n:11][cH:10]1)(=[O:13])=[O:14]. The reactants are CC(C)(C)N, CCOC(C)=O, O=S(=O)(Cl)c1cnc(Cl)s1, [Na+], O=C([O-])O.